From a dataset of the Open Reaction Database (ORD), a public repository of structured organic reaction records. describe an organic reaction: reactants, conditions, products, and yield Starting materials: C1CCOC1, COC(=O)c1cc(-c2cncs2)cc(-c2ccc(C)cc2F)c1, O. Yields the product Cc1ccc(-c2cc(C(=O)O)cc(-c3cncs3)c2)c(F)c1. Reaction SMILES: [CH2:24]1[O:25][CH2:26][CH2:27][CH2:28]1.[CH3:1][O:2][C:3](=[O:4])[c:5]1[cH:6][c:7](-[c:16]2[c:17]([F:23])[cH:18][c:19]([CH3:22])[cH:20][cH:21]2)[cH:8][c:9](-[c:11]2[cH:12][n:13][cH:14][s:15]2)[cH:10]1.[OH2:29]>>[O:2]=[C:3]([OH:4])[c:5]1[cH:6][c:7](-[c:16]2[c:17]([F:23])[cH:18][c:19]([CH3:22])[cH:20][cH:21]2)[cH:8][c:9](-[c:11]2[cH:12][n:13][cH:14][s:15]2)[cH:10]1. The reactants are CN(C)C=O, CC(C)[Si](Cl)(C(C)C)C(C)C, O=C1Nc2ccccc2C12COc1cc(O)ccc12, c1c[nH]cn1. Yields the product CC(C)[Si](Oc1ccc2c(c1)OCC21C(=O)Nc2ccccc21)(C(C)C)C(C)C. Reaction SMILES: [CH3:36][N:37]([CH3:38])[CH:39]=[O:40].[CH:25]([CH3:26])([CH3:27])[Si:28]([CH:29]([CH3:30])[CH3:31])([CH:32]([CH3:33])[CH3:34])[Cl:35].[OH:1][c:2]1[cH:3][c:4]2[c:5]([cH:18][cH:19]1)[C:6]1([CH2:7][O:8]2)[C:9](=[O:17])[NH:10][c:11]2[cH:12][cH:13][cH:14][cH:15][c:16]21.[nH:20]1[cH:21][cH:22][n:23][cH:24]1>>[O:1]([c:2]1[cH:3][c:4]2[c:5]([cH:18][cH:19]1)[C:6]1([CH2:7][O:8]2)[C:9](=[O:17])[NH:10][c:11]2[cH:12][cH:13][cH:14][cH:15][c:16]21)[Si:28]([CH:25]([CH3:26])[CH3:27])([CH:29]([CH3:30])[CH3:31])[CH:32]([CH3:33])[CH3:34]. Reactants: C(C)N(C(C)C)C(C)C (ethyldiisopropylamine), Cl.COC(C[C@@H]1CC[C@H](CC1)C1=CC=C(C=C1)NC(CCN)=O)=O (Trans-{4-[4-(3-aminopropionylamino)phenyl]cyclohexyl}acetic acid methyl ester HCl salt), C=1C=CC2=C(C1)N=NN2O (HOBt), CCN=C=NCCCN(C)C (EDCI), FC(C1=C(N=C(O1)C1=C(C=CC=C1)C(F)(F)F)C(=O)O)(F)F (5-trifluoromethyl-2-(2-trifluoromethylphenyl)oxazole-4-carboxylic acid), C(=O)(O)[O-].[Na+] (NaHCO3). Run in ClCCl (dichloromethane). Reaction conditions: time 24 hour. Product: COC(C[C@@H]1CC[C@H](CC1)C1=CC=C(C=C1)NC(CCNC(=O)C=1N=C(OC1C(F)(F)F)C1=C(C=CC=C1)C(F)(F)F)=O)=O (trans-{4-[4-(3-{[5-trifluoromethyl-2-(2-trifluoromethylphenyl)oxazole-4-carbonyl]amino}propionylamino)phenyl]cyclohexyl}acetic acid methyl ester). The yield is 87.1%. Reaction SMILES: Cl.[CH3:2][O:3][C:4](=[O:24])[CH2:5][C@H:6]1[CH2:11][CH2:10][C@H:9]([C:12]2[CH:17]=[CH:16][C:15]([NH:18][C:19](=[O:23])[CH2:20][CH2:21][NH2:22])=[CH:14][CH:13]=2)[CH2:8][CH2:7]1.CCN=C=NCCCN(C)C.[F:36][C:37]([F:57])([F:56])[C:38]1[O:42][C:41]([C:43]2[CH:48]=[CH:47][CH:46]=[CH:45][C:44]=2[C:49]([F:52])([F:51])[F:50])=[N:40][C:39]=1[C:53](O)=[O:54].C1C=CC2N(O)N=NC=2C=1.C(N(C(C)C)C(C)C)C.C([O-])(O)=O.[Na+]>ClCCl>[CH3:2][O:3][C:4](=[O:24])[CH2:5][C@H:6]1[CH2:7][CH2:8][C@H:9]([C:12]2[CH:13]=[CH:14][C:15]([NH:18][C:19](=[O:23])[CH2:20][CH2:21][NH:22][C:53]([C:39]3[N:40]=[C:41]([C:43]4[CH:48]=[CH:47][CH:46]=[CH:45][C:44]=4[C:49]([F:51])([F:50])[F:52])[O:42][C:38]=3[C:37]([F:36])([F:56])[F:57])=[O:54])=[CH:16][CH:17]=2)[CH2:10][CH2:11]1 |f:0.1,6.7|. Reported procedure: Trans-{4-[4-(3-aminopropionylamino)phenyl]cyclohexyl}acetic acid methyl ester HCl salt (300 mg, 0.846 mmol), EDCI (405.23 mg, 2.114 mmol), 5-trifluoromethyl-2-(2-trifluoromethylphenyl)oxazole-4-carboxylic acid (288.68 mg, 0.888 mmol), HOBt (171.39 mg, 1.268 mmol) and ethyldiisopropylamine (383.39 mg, 2.959 mmol) were put into dichloromethane solvent (10 mL) and stirred at room temperature for 24 hours. After the reaction, aqueous NaHCO3 was added thereto, and extracted with dichloromethane. The ... Reactants: COC1=CC(=C(C=C1)NC(C1=CC(=C(C(=C1)C(C)(C)C)O)C(C)(C)C)=O)[N+](=O)[O-] (N-(4-methoxy-2-nitrophenyl)-3,5-di-t-butyl-4-hydroxybenzamide). Reagents/catalysts: [Pd] (palladium/carbon). Run in C(C)O (ethanol). The product is NC1=C(C=CC(=C1)OC)NC(C1=CC(=C(C(=C1)C(C)(C)C)O)C(C)(C)C)=O (N-(2-amino-4-methoxyphenyl)-3,5-di-t-butyl-4-hydroxybenzamide). Isolated yield 56.9%. As a reaction SMILES: [CH3:1][O:2][C:3]1[CH:8]=[CH:7][C:6]([NH:9][C:10](=[O:26])[C:11]2[CH:16]=[C:15]([C:17]([CH3:20])([CH3:19])[CH3:18])[C:14]([OH:21])=[C:13]([C:22]([CH3:25])([CH3:24])[CH3:23])[CH:12]=2)=[C:5]([N+:27]([O-])=O)[CH:4]=1>C(O)C.[Pd]>[NH2:27][C:5]1[CH:4]=[C:3]([O:2][CH3:1])[CH:8]=[CH:7][C:6]=1[NH:9][C:10](=[O:26])[C:11]1[CH:16]=[C:15]([C:17]([CH3:18])([CH3:19])[CH3:20])[C:14]([OH:21])=[C:13]([C:22]([CH3:25])([CH3:24])[CH3:23])[CH:12]=1. Procedure details: To a solution of N-(4-methoxy-2-nitrophenyl)-3,5-di-t-butyl-4-hydroxybenzamide (1.50 g) in ethanol (10 ml) was added a catalytic amount of 10% palladium/carbon to perform catalytic reduction under a pressure of 1-2.5 arms at room temperature for 5 hrs. After filtering the catalyst and distilling off the solvent, crystallization of the residue from hexane-ethyl acetate afforded N-(2-amino-4-methoxyphenyl)-3,5-di-t-butyl-4-hydroxybenzamide (0.79 g, 57%). The reactants are C(C)(=O)O (acetic acid), ClC1=CC(=C(C=C1OC(C)C)NN=CC(C(F)(F)F)=O)F (3,3,3-trifluoro-2-oxopropanal 1-(4-chloro-2-fluoro-5-isopropoxyphenylhydrazone)), compound 3-3, N1CCCCC1 (piperidine), CC(C(=O)O)C(=O)O (methylmalonic acid). Solvent: N1=CC=CC=C1 (pyridine). Run at temperature 70 celsius, time 3.5 hour. The product is FC1=C(C=C(C(=C1)Cl)OC(C)C)N1N=CC(=C(C1=O)C)C(F)(F)F (2-(2-fluoro-4-chloro-5-isopropoxyphenyl)-4-methyl-5-trifluoromethylpyridazin-3-one). The yield is 57.2%. RXN SMILES: [Cl:1][C:2]1[C:7]([O:8][CH:9]([CH3:11])[CH3:10])=[CH:6][C:5]([NH:12][N:13]=[CH:14][C:15](=O)[C:16]([F:19])([F:18])[F:17])=[C:4]([F:21])[CH:3]=1.N1CCCCC1.[CH3:28][CH:29](C(O)=O)[C:30](O)=[O:31].C(O)(=O)C>N1C=CC=CC=1>[F:21][C:4]1[CH:3]=[C:2]([Cl:1])[C:7]([O:8][CH:9]([CH3:11])[CH3:10])=[CH:6][C:5]=1[N:12]1[C:30](=[O:31])[C:29]([CH3:28])=[C:15]([C:16]([F:19])([F:18])[F:17])[CH:14]=[N:13]1. Reported procedure: Under a stream of nitrogen gas, 0.399 g of 3,3,3-trifluoro-2-oxopropanal 1-(4-chloro-2-fluoro-5-isopropoxyphenylhydrazone), compound 3-3 was dissolved in 2.4 ml of pyridine at room temperature. To this solution were added 0.133 ml of piperidine and 0.159 g of methylmalonic acid. and the mixture was heated to 70° C. and stirred for 3.5 hours. Then, 2.4 ml of acetic acid was added, and stirring was further continued at 130° C. for 8 hours. The reaction solution was left cooling to room temperature...